Dataset: the Open Reaction Database (ORD), a public repository of structured organic reaction records. Task: describe an organic reaction: reactants, conditions, products, and yield Starting materials: CC=1C2=C(SC1)C=CC(=C2)[N+](=O)[O-] (3-methyl-5-nitro-benzo[b]thiophene). The reagents and catalysts are [Pd] (palladium on carbon). The solvent is CO (methanol). Run at time 8.5 hour. The product is CC=1C2=C(SC1)C=CC(=C2)N (3-methyl-benzo[b]thiophen-5-ylamine). Isolated yield 38.6%. As a reaction SMILES: [CH3:1][C:2]1[C:3]2[CH:10]=[C:9]([N+:11]([O-])=O)[CH:8]=[CH:7][C:4]=2[S:5][CH:6]=1>CO.[Pd]>[CH3:1][C:2]1[C:3]2[CH:10]=[C:9]([NH2:11])[CH:8]=[CH:7][C:4]=2[S:5][CH:6]=1. Procedure details: To a solution of 3-methyl-5-nitro-benzo[b]thiophene [18] (95 mg, 0.492 mmol) in methanol (20 mL) was added 5% palladium on carbon (20 mg) and the mixture was stirred under 1 atm H2 for 8.5h. The mixture was filtered through celite and the filtrate evaporated. The residue was passed through a silica plug to afford 3-methyl-benzo[b]thiophen-5-ylamine as a dark orange solid (31 mg, 39%), single spot at Rf 0.31 (4:1 hexane:ethyl acetate). 1H NMR (CDCl3): δ 7.60 (1H, d, J=8.4 Hz), 7.02 (1H, s), 7.00 ... Reactants: Xylenes, S(=O)(=O)(C1=CC=C(C)C=C1)C1=CC=C(C=2C(C3=CC=CC=C3C(C12)=O)=O)S(=O)(=O)C1=CC=C(C)C=C1 (1,4-ditosylanthraquinone), NC1=CC=CC=C1 (aniline), ( ε7000 ), M-C7H7SO2. Yields the product N(C1=CC=CC=C1)C1=CC=C(C=2C(C3=CC=CC=C3C(C12)=O)=O)S(=O)(=O)C1=CC=C(C)C=C1 (1-(anilino)-4-tosylanthraquinone). Isolated yield 79.0%. RXN SMILES: [S:1]([C:11]1[C:24]2[C:23](=[O:25])[C:22]3[C:17](=[CH:18][CH:19]=[CH:20][CH:21]=3)[C:16](=[O:26])[C:15]=2[C:14](S(C2C=CC(C)=CC=2)(=O)=O)=[CH:13][CH:12]=1)([C:4]1[CH:10]=[CH:9][C:7]([CH3:8])=[CH:6][CH:5]=1)(=[O:3])=[O:2].[NH2:37][C:38]1[CH:43]=[CH:42][CH:41]=[CH:40][CH:39]=1>>[NH:37]([C:14]1[C:15]2[C:16](=[O:26])[C:17]3[C:22](=[CH:21][CH:20]=[CH:19][CH:18]=3)[C:23](=[O:25])[C:24]=2[C:11]([S:1]([C:4]2[CH:5]=[CH:6][C:7]([CH3:8])=[CH:9][CH:10]=2)(=[O:3])=[O:2])=[CH:12][CH:13]=1)[C:38]1[CH:43]=[CH:42][CH:41]=[CH:40][CH:39]=1. Reported procedure: 1-(anilino)-4-tosylanthraquinone was prepared by reaction of 1,4-ditosylanthraquinone with aniline. The isolated and purified reaction product has the structure illustrated below (where "Ts" is ##STR12## The yield was 79% and the m.p. 185°-186° C. Mass spec m/e 469 (M+), 314 (M-C7H7SO2), 155 (C7H7SO2), 91 (C7H7); H-NMR (CD2Cl2)δ11.50 (br s, 1H), 8.26-8.12 (m, 2H), 8.02-7.84 (m, 2H), 7.79-7.62 (m, 4H), 7.54-7.13 (m, 7H), 2.31 (s, 3H); IR (Nujol) 1355 cm-1 (asymmetric SO2 stretch), 1184 cm-1 (symm... Reactants: Cl (Hydrochloric acid), FC1=CC=C(C=C1)C1=NC(=NC(=C1/C=C/[C@H](C[C@H](CC(=O)OC(C)(C)C)O)O)C(C)C)N(S(=O)(=O)C)C (tert-butyl (3R,5S,6E)-7-[4-(4-fluorophenyl)-2-[methyl(methylsulfonyl)amino]-6-(propan-2-yl)pyrimidin-5-yl]-3,5-dihydroxyhept-6-enoate), C(C)#N (acetonitrile), [OH-].[Na+] (sodium hydroxide). Reaction conditions: time 2 hour. The product is FC1=CC=C(C=C1)C1=NC(=NC(=C1/C=C/[C@H](C[C@H](CC(=O)O)O)O)C(C)C)N(S(=O)(=O)C)C.CC(C)(C)N ((3R,5S,6E)-7-[4-(4-Fluorophenyl)-2-[Methyl(Methylsulfonyl)Amino]-6-(Propan-2-Yl)Pyrimidin-5-Yl]-3,5-Dihydroxyhept-6-Enoic Acid 2-Methylpropan-2-Amine). RXN SMILES: Cl.[F:2][C:3]1[CH:8]=[CH:7][C:6]([C:9]2[C:14](/[CH:15]=[CH:16]/[C@@H:17]([OH:29])[CH2:18][C@@H:19]([OH:28])[CH2:20][C:21]([O:23]C(C)(C)C)=[O:22])=[C:13]([CH:30]([CH3:32])[CH3:31])[N:12]=[C:11]([N:33]([CH3:38])[S:34]([CH3:37])(=[O:36])=[O:35])[N:10]=2)=[CH:5][CH:4]=1.[OH-].[Na+].C(#[N:43])C>>[F:2][C:3]1[CH:8]=[CH:7][C:6]([C:9]2[C:14](/[CH:15]=[CH:16]/[C@@H:17]([OH:29])[CH2:18][C@@H:19]([OH:28])[CH2:20][C:21]([OH:23])=[O:22])=[C:13]([CH:30]([CH3:32])[CH3:31])[N:12]=[C:11]([N:33]([CH3:38])[S:34]([CH3:37])(=[O:36])=[O:35])[N:10]=2)=[CH:5][CH:4]=1.[CH3:13][C:14]([NH2:43])([CH3:15])[CH3:9] |f:2.3,5.6|. Procedure: Hydrochloric acid (0.02 N; 15 mL) was added to a solution of tert-butyl (3R,5S,6E)-7-[4-(4-fluorophenyl)-2-[methyl(methylsulfonyl)amino]-6-(propan-2-yl)pyrimidin-5-yl]-3,5-dihydroxyhept-6-enoate (Example 3; 15 g) in acetonitrile (150 mL) at 25° C. to 30° C. and stirred at the same temperature for 2 hours. After completion of the reaction, aqueous solution of sodium hydroxide (1.55 g in 30 mL) was added to the reaction mixture at 25° C. to 30° C. and stirred for 2.0 hours at 30° C. to 35° C. Acet... Starting materials: O1C(COC2=CC=CC=3N=CN(C32)C)C1 (2,3-Epoxy-1-(3-methylbenzimidazol-4-yloxy)-propane), C(C1=CC=CC=C1)N(CC(C)(C)N)CC1=CC=CC=C1 (2-dibenzylamino-1,1-dimethylethylamine), [H][H] (hydrogen). The reagents and catalysts are [Pd] (palladium-charcoal). Solvent: C(C)O (ethanol). The product is NCC(C)(C)NCC(COC1=CC=CC=2N=CN(C21)C)O (3-(2-Amino-1,1-dimethylethylamino)-1-(3-methylbenzimidazol-4-yloxy)-propan-2-ol). As a reaction SMILES: [O:1]1[CH2:15][CH:2]1[CH2:3][O:4][C:5]1[C:13]2[N:12]([CH3:14])[CH:11]=[N:10][C:9]=2[CH:8]=[CH:7][CH:6]=1.C([N:23](CC1C=CC=CC=1)[CH2:24][C:25]([NH2:28])([CH3:27])[CH3:26])C1C=CC=CC=1.[H][H]>[Pd].C(O)C>[NH2:23][CH2:24][C:25]([NH:28][CH2:15][CH:2]([OH:1])[CH2:3][O:4][C:5]1[C:13]2[N:12]([CH3:14])[CH:11]=[N:10][C:9]=2[CH:8]=[CH:7][CH:6]=1)([CH3:27])[CH3:26]. Procedure: 10.2 g. 2,3-Epoxy-1-(3-methylbenzimidazol-4-yloxy)-propane are added to 40.3 g. 2-dibenzylamino-1,1-dimethylethylamine (prepared analogously to H. G. Johnson, J.A.C.S., 68, 12/1946) in 300 ml. ethanol and the reaction mixture is stirred for 3 days at ambient temperature. The reaction mixture is now hydrogenated at 60° C. over 8 g. palladium-charcoal (10%) until the take up of hydrogen is finished. The catalyst is then filtered off with suction and the filtrate evaporated to dryness. The residue ... Starting materials: NC=1C=C(OC2=CC=NC=3N=CC(NC32)=O)C=CC1 (8-(3-aminophenoxy)pyrido[2,3-b]pyrazin-2(1H)-one), C(C)(C)(C)C1=NN(C(=C1)N=C=O)C1=CC=C(C=C1)C (3-tert-butyl-5-isocyanato-1-p-tolyl-1H-pyrazole). Product: C(C)(C)(C)C1=NN(C(=C1)NC(=O)NC1=CC(=CC=C1)OC1=CC=NC=2N=CC(NC21)=O)C2=CC=C(C=C2)C (1-(3-tert-butyl-1-p-tolyl-1H-pyrazol-5-yl)-3-(3-(2-oxo-1,2-dihydropyrido[2,3-b]pyrazin-8-yloxy)phenyl)urea), solid. Isolated yield 13.0%. As a reaction SMILES: [NH2:1][C:2]1[CH:3]=[C:4]([CH:17]=[CH:18][CH:19]=1)[O:5][C:6]1[C:15]2[NH:14][C:13](=[O:16])[CH:12]=[N:11][C:10]=2[N:9]=[CH:8][CH:7]=1.[C:20]([C:24]1[CH:28]=[C:27]([N:29]=[C:30]=[O:31])[N:26]([C:32]2[CH:37]=[CH:36][C:35]([CH3:38])=[CH:34][CH:33]=2)[N:25]=1)([CH3:23])([CH3:22])[CH3:21]>>[C:20]([C:24]1[CH:28]=[C:27]([NH:29][C:30]([NH:1][C:2]2[CH:19]=[CH:18][CH:17]=[C:4]([O:5][C:6]3[C:15]4[NH:14][C:13](=[O:16])[CH:12]=[N:11][C:10]=4[N:9]=[CH:8][CH:7]=3)[CH:3]=2)=[O:31])[N:26]([C:32]2[CH:37]=[CH:36][C:35]([CH3:38])=[CH:34][CH:33]=2)[N:25]=1)([CH3:23])([CH3:22])[CH3:21]. Procedure details: Method F2 was used with 8-(3-aminophenoxy)pyrido[2,3-b]pyrazin-2(1H)-one and 3-tert-butyl-5-isocyanato-1-p-tolyl-1H-pyrazole to afford the title compound as a slightly yellow solid (9 mg, 13%). The reactants are Cc1ccnc(Nc2ncc(Sc3ccnc(C(=O)NCC4(c5ccccc5)CCNCC4)c3F)s2)c1, O=C(Cl)N1CCOCC1. Product: Cc1ccnc(Nc2ncc(Sc3ccnc(C(=O)NCC4(c5ccccc5)CCN(C(=O)N5CCOCC5)CC4)c3F)s2)c1. RXN SMILES: [F:1][c:2]1[c:3]([C:22](=[O:23])[NH:24][CH2:25][C:26]2([c:32]3[cH:33][cH:34][cH:35][cH:36][cH:37]3)[CH2:27][CH2:28][NH:29][CH2:30][CH2:31]2)[n:4][cH:5][cH:6][c:7]1[S:8][c:9]1[cH:10][n:11][c:12]([NH:14][c:15]2[n:16][cH:17][cH:18][c:19]([CH3:21])[cH:20]2)[s:13]1.[O:38]1[CH2:39][CH2:40][N:41]([C:44](=[O:45])[Cl:46])[CH2:42][CH2:43]1>>[F:1][c:2]1[c:3]([C:22](=[O:23])[NH:24][CH2:25][C:26]2([c:32]3[cH:33][cH:34][cH:35][cH:36][cH:37]3)[CH2:27][CH2:28][N:29]([C:44]([N:41]3[CH2:40][CH2:39][O:38][CH2:43][CH2:42]3)=[O:45])[CH2:30][CH2:31]2)[n:4][cH:5][cH:6][c:7]1[S:8][c:9]1[cH:10][n:11][c:12]([NH:14][c:15]2[n:16][cH:17][cH:18][c:19]([CH3:21])[cH:20]2)[s:13]1. Reactants: C1(=CC=CC=C1)C(CNC1=C2N=CNC2=NC(=N1)C(=O)NCCN1CCCCC1)C1=CC=CC=C1 (6-[(2,2-diphenylethyl)amino]-N-[2-(1-piperidinyl)ethyl]-9H-purine-2-carboxamide), C(C1=CC=CC=C1)(=O)O[C@H]1O[C@@H]([C@H]([C@H]1OC(C1=CC=CC=C1)=O)OC(C1=CC=CC=C1)=O)C1=NN(C=N1)CC ((2R,3R,4R,5R)-3,4-bis(benzoyloxy)-5-(1-ethyl-1H-1,2,4-triazol-3-yl)tetrahydro-2-furanyl benzoate), C(C1=CC=CC=C1)(=O)O[C@@H]1O[C@@H]([C@H]([C@H]1OC(C1=CC=CC=C1)=O)OC(C1=CC=CC=C1)=O)C1=NN(C=N1)CC ((2S,3R,4R,5R)-3,4-bis(benzoyloxy)-5-(1-ethyl-1H-1,2,4-triazol-3-yl)tetrahydro-2-furanyl benzoate). Yields the product C(C1=CC=CC=C1)(=O)O[C@@H]1[C@H](O[C@H]([C@@H]1OC(C1=CC=CC=C1)=O)N1C2=NC(=NC(=C2N=C1)NCC(C1=CC=CC=C1)C1=CC=CC=C1)C(=O)NCCN1CCCCC1)C1=NN(C=N1)CC ((2R,3R,4R,5R)-4-(Benzoyloxy)-5-[6-[(2,2-diphenylethyl)amino]-2-({[2-(1-piperidinyl)ethyl]amino}carbonyl)-9H-purin-9-yl]-2-(1-ethyl-1H-1,2,4-triazol-3-yl)tetrahydro-3-furanyl benzoate). As a reaction SMILES: [C:1]1([CH:7]([C:30]2[CH:35]=[CH:34][CH:33]=[CH:32][CH:31]=2)[CH2:8][NH:9][C:10]2[N:18]=[C:17]([C:19]([NH:21][CH2:22][CH2:23][N:24]3[CH2:29][CH2:28][CH2:27][CH2:26][CH2:25]3)=[O:20])[N:16]=[C:15]3[C:11]=2[N:12]=[CH:13][NH:14]3)[CH:6]=[CH:5][CH:4]=[CH:3][CH:2]=1.C(O[C@@H:45]1[C@H:49]([O:50][C:51](=[O:58])[C:52]2[CH:57]=[CH:56][CH:55]=[CH:54][CH:53]=2)[C@H:48]([O:59][C:60](=[O:67])[C:61]2[CH:66]=[CH:65][CH:64]=[CH:63][CH:62]=2)[C@@H:47]([C:68]2[N:72]=[CH:71][N:70]([CH2:73][CH3:74])[N:69]=2)[O:46]1)(=O)C1C=CC=CC=1.C(O[C@H]1[C@H](OC(=O)C2C=CC=CC=2)[C@H](OC(=O)C2C=CC=CC=2)[C@@H](C2N=CN(CC)N=2)O1)(=O)C1C=CC=CC=1>>[C:60]([O:59][C@H:48]1[C@@H:49]([O:50][C:51](=[O:58])[C:52]2[CH:57]=[CH:56][CH:55]=[CH:54][CH:53]=2)[C@H:45]([N:14]2[CH:13]=[N:12][C:11]3[C:15]2=[N:16][C:17]([C:19]([NH:21][CH2:22][CH2:23][N:24]2[CH2:29][CH2:28][CH2:27][CH2:26][CH2:25]2)=[O:20])=[N:18][C:10]=3[NH:9][CH2:8][CH:7]([C:1]2[CH:2]=[CH:3][CH:4]=[CH:5][CH:6]=2)[C:30]2[CH:35]=[CH:34][CH:33]=[CH:32][CH:31]=2)[O:46][C@@H:47]1[C:68]1[N:72]=[CH:71][N:70]([CH2:73][CH3:74])[N:69]=1)(=[O:67])[C:61]1[CH:62]=[CH:63][CH:64]=[CH:65][CH:66]=1. Reported procedure: Prepared by the same method as Preparation 27 from 6-[(2,2-diphenylethyl)amino]-N-[2-(1-piperidinyl)ethyl]-9H-purine-2-carboxamide (Preparation 11) and a mixture of (2R,3R,4R,5R)-3,4-bis(benzoyloxy)-5-(1-ethyl-1H-1,2,4-triazol-3-yl)tetrahydro-2-furanyl benzoate and (2S,3R,4R,5R)-3,4-bis(benzoyloxy)-5-(1-ethyl-1H-1,2,4-triazol-3-yl)tetrahydro-2-furanyl benzoate (Preparation 22).